Task: describe an organic reaction: reactants, conditions, products, and yield. Dataset: the Open Reaction Database (ORD), a public repository of structured organic reaction records Reactants: C1CCNCC1, CS(=O)(=O)C(=C1CN(C(c2ccc(Cl)cc2)c2ccc(CCl)cc2)C1)c1cc(F)cc(F)c1, ClCCl. Yields the product CS(=O)(=O)C(=C1CN(C(c2ccc(Cl)cc2)c2ccc(CN3CCCCC3)cc2)C1)c1cc(F)cc(F)c1. Reaction SMILES: [CH2:34]1[CH2:35][CH2:36][NH:37][CH2:38][CH2:39]1.[Cl:1][CH2:2][c:3]1[cH:4][cH:5][c:6]([CH:9]([N:10]2[CH2:11][C:12](=[C:14]([S:15](=[O:16])(=[O:17])[CH3:18])[c:19]3[cH:20][c:21]([F:26])[cH:22][c:23]([F:25])[cH:24]3)[CH2:13]2)[c:27]2[cH:28][cH:29][c:30]([Cl:33])[cH:31][cH:32]2)[cH:7][cH:8]1.[Cl:40][CH2:41][Cl:42]>>[CH2:2]([c:3]1[cH:4][cH:5][c:6]([CH:9]([N:10]2[CH2:11][C:12](=[C:14]([S:15](=[O:16])(=[O:17])[CH3:18])[c:19]3[cH:20][c:21]([F:26])[cH:22][c:23]([F:25])[cH:24]3)[CH2:13]2)[c:27]2[cH:28][cH:29][c:30]([Cl:33])[cH:31][cH:32]2)[cH:7][cH:8]1)[N:37]1[CH2:36][CH2:35][CH2:34][CH2:39][CH2:38]1.